This data is from the Open Reaction Database (ORD), a public repository of structured organic reaction records. The task is: describe an organic reaction: reactants, conditions, products, and yield The reactants are C(C)(=O)O[BH-](OC(C)=O)OC(C)=O.[Na+] (sodium triacetoxyborohydride), CC(C=O)(C)C1=NN=C(S1)NC(C(CCC)NC(CC1=CC(=CC(=C1)F)F)=O)=O (2-[2-(3,5-Difluoro-phenyl)-acetylamino]-pentanoic acid [5-(1,1-dimethyl-2-oxo-ethyl)-[1,3,4]thiadiazol-2-yl]-amide), N1CCCC1 (pyrrolidine), C(C)(=O)O (acetic acid). Solvent: C(Cl)Cl (methylene chloride). Conditions: time 1 hour. Product: CC(CN1CCCC1)(C)C1=NN=C(S1)NC(C(CCC)NC(CC1=CC(=CC(=C1)F)F)=O)=O (2-[2-(3,5-Difluoro-phenyl)-acetylamino]-pentanoic acid [5-(1,1-dimethyl-2-pyrrolidin-1-yl-ethyl)-[1,3,4]thiadiazol-2-yl]-amide). Reaction SMILES: [CH3:1][C:2]([C:6]1[S:10][C:9]([NH:11][C:12](=[O:29])[CH:13]([NH:17][C:18](=[O:28])[CH2:19][C:20]2[CH:25]=[C:24]([F:26])[CH:23]=[C:22]([F:27])[CH:21]=2)[CH2:14][CH2:15][CH3:16])=[N:8][N:7]=1)([CH3:5])[CH:3]=O.[NH:30]1[CH2:34][CH2:33][CH2:32][CH2:31]1.C(O)(=O)C.C(O[BH-](OC(=O)C)OC(=O)C)(=O)C.[Na+]>C(Cl)Cl>[CH3:5][C:2]([C:6]1[S:10][C:9]([NH:11][C:12](=[O:29])[CH:13]([NH:17][C:18](=[O:28])[CH2:19][C:20]2[CH:25]=[C:24]([F:26])[CH:23]=[C:22]([F:27])[CH:21]=2)[CH2:14][CH2:15][CH3:16])=[N:8][N:7]=1)([CH3:1])[CH2:3][N:30]1[CH2:34][CH2:33][CH2:32][CH2:31]1 |f:3.4|. Reported procedure: A mixture of 2-[2-(3,5-Difluoro-phenyl)-acetylamino]-pentanoic acid [5-(1,1-dimethyl-2-oxo-ethyl)-[1,3,4]thiadiazol-2-yl]-amide (22 mg), pyrrolidine (0.02 ml), acetic acid (0.01 ml) in methylene chloride (1 ml) was stirred at room temperature for 1 hr, and sodium triacetoxyborohydride (28 mg) was added. The mixture was stirred at room temperature for at least two days. The mixture was quenched with diluted NaOH and extracted with methylene chloride. The organic layer was separated, concentrated ...